From a dataset of the Open Reaction Database (ORD), a public repository of structured organic reaction records. describe an organic reaction: reactants, conditions, products, and yield Starting materials: CC(O)(CO)COc1ccc(Br)cc1, CC(C)c1cc(C(C)C)c(-c2ccccc2P(C(C)(C)C)C(C)(C)C)c(C(C)C)c1, Cc1ccccc1, CC(C)(C)[O-], [Cl-], FC(F)(F)Oc1ccc(OC2CCNCC2)cc1, [NH4+], [Na+], O=C(C=Cc1ccccc1)C=Cc1ccccc1, O=C(C=Cc1ccccc1)C=Cc1ccccc1, O=C(C=Cc1ccccc1)C=Cc1ccccc1, O, [Pd], [Pd], Cc1ccc(S(=O)(=O)O)cc1. Yields the product CC(O)(CO)COc1ccc(N2CCC(Oc3ccc(OC(F)(F)F)cc3)CC2)cc1, Cc1ccc(S(=O)(=O)O)cc1. RXN SMILES: [Br:1][c:2]1[cH:3][cH:4][c:5]([O:6][CH2:7][C:8]([CH2:9][OH:10])([OH:11])[CH3:12])[cH:13][cH:14]1.[C:33]([P:34]([C:35]([CH3:36])([CH3:37])[CH3:38])[c:39]1[cH:40][cH:41][cH:42][cH:43][c:44]1-[c:45]1[c:46]([CH:47]([CH3:48])[CH3:49])[cH:50][c:51]([CH:52]([CH3:53])[CH3:54])[cH:55][c:56]1[CH:57]([CH3:58])[CH3:59])([CH3:60])([CH3:61])[CH3:62].[CH3:139][c:140]1[cH:141][cH:142][cH:143][cH:144][cH:145]1.[CH3:63][C:64]([CH3:65])([O-:66])[CH3:67].[Cl-:69].[F:15][C:16]([O:17][c:18]1[cH:19][cH:20][c:21]([O:22][CH:23]2[CH2:24][CH2:25][NH:26][CH2:27][CH2:28]2)[cH:29][cH:30]1)([F:31])[F:32].[NH4+:70].[Na+:68].[O:103]=[C:104]([CH:105]=[CH:106][c:107]1[cH:108][cH:109][cH:110][cH:111][cH:112]1)[CH:113]=[CH:114][c:115]1[cH:116][cH:117][cH:118][cH:119][cH:120]1.[O:121]=[C:122]([CH:123]=[CH:124][c:125]1[cH:126][cH:127][cH:128][cH:129][cH:130]1)[CH:131]=[CH:132][c:133]1[cH:134][cH:135][cH:136][cH:137][cH:138]1.[O:85]=[C:86]([CH:87]=[CH:88][c:89]1[cH:90][cH:91][cH:92][cH:93][cH:94]1)[CH:95]=[CH:96][c:97]1[cH:98][cH:99][cH:100][cH:101][cH:102]1.[OH2:71].[Pd:83].[Pd:84].[c:72]1([CH3:82])[cH:73][cH:74][c:75]([S:78](=[O:79])(=[O:80])[OH:81])[cH:76][cH:77]1>>[c:2]1([N:26]2[CH2:25][CH2:24][CH:23]([O:22][c:21]3[cH:20][cH:19][c:18]([O:17][C:16]([F:15])([F:31])[F:32])[cH:30][cH:29]3)[CH2:28][CH2:27]2)[cH:3][cH:4][c:5]([O:6][CH2:7][C:8]([CH2:9][OH:10])([OH:11])[CH3:12])[cH:13][cH:14]1.[c:72]1([CH3:82])[cH:73][cH:74][c:75]([S:78](=[O:79])(=[O:80])[OH:81])[cH:76][cH:77]1. Reactants: C1CCOC1, Cc1ccc2[nH]c3c(c2c1)CCN(C)CC3, CC1CCN(C(=O)CCl)CC1, Cl, [H-], [Na+]. The product is Cc1ccc2c(c1)c1c(n2CC(=O)N2CCC(C)CC2)CCN(C)CC1. Reaction SMILES: [CH2:31]1[O:32][CH2:33][CH2:34][CH2:35]1.[CH3:3][N:4]1[CH2:5][CH2:6][c:7]2[nH:8][c:9]3[cH:10][cH:11][c:12]([CH3:18])[cH:13][c:14]3[c:15]2[CH2:16][CH2:17]1.[Cl:19][CH2:20][C:21](=[O:22])[N:23]1[CH2:24][CH2:25][CH:26]([CH3:29])[CH2:27][CH2:28]1.[ClH:30].[H-:1].[Na+:2]>>[CH3:3][N:4]1[CH2:5][CH2:6][c:7]2[n:8]([CH2:20][C:21](=[O:22])[N:23]3[CH2:24][CH2:25][CH:26]([CH3:29])[CH2:27][CH2:28]3)[c:9]3[cH:10][cH:11][c:12]([CH3:18])[cH:13][c:14]3[c:15]2[CH2:16][CH2:17]1. Reactants: C1CCOC1, CC(=O)O, CCN(C)c1nc(Cl)nc2c1CCC2c1ccccc1, COc1cc(N)ccc1-n1cnc(Cl)c1. The product is CCN(C)c1nc(Nc2ccc(-n3cnc(Cl)c3)c(OC)c2)nc2c1CCC2c1ccccc1. RXN SMILES: [CH2:36]1[O:37][CH2:38][CH2:39][CH2:40]1.[CH3:41][C:42](=[O:43])[OH:44].[Cl:1][c:2]1[n:3][c:4]([N:17]([CH3:18])[CH2:19][CH3:20])[c:5]2[c:6]([n:7]1)[CH:8]([c:11]1[cH:12][cH:13][cH:14][cH:15][cH:16]1)[CH2:9][CH2:10]2.[Cl:21][c:22]1[n:23][cH:24][n:25](-[c:27]2[c:28]([O:34][CH3:35])[cH:29][c:30]([NH2:31])[cH:32][cH:33]2)[cH:26]1>>[c:2]1([NH:31][c:30]2[cH:29][c:28]([O:34][CH3:35])[c:27](-[n:25]3[cH:24][n:23][c:22]([Cl:21])[cH:26]3)[cH:33][cH:32]2)[n:3][c:4]([N:17]([CH3:18])[CH2:19][CH3:20])[c:5]2[c:6]([n:7]1)[CH:8]([c:11]1[cH:12][cH:13][cH:14][cH:15][cH:16]1)[CH2:9][CH2:10]2. Reactants: CO, Cl, C[Si](C)(C)CCOCn1nc(NC(=O)N2CCCCC2)c2cc(-c3ccccc3)c(F)c(F)c21. The product is O=C(Nc1n[nH]c2c(F)c(F)c(-c3ccccc3)cc12)N1CCCCC1. As a reaction SMILES: [CH3:36][OH:37].[ClH:35].[F:1][c:2]1[c:3](-[c:29]2[cH:30][cH:31][cH:32][cH:33][cH:34]2)[cH:4][c:5]2[c:6]([NH:20][C:21](=[O:22])[N:23]3[CH2:24][CH2:25][CH2:26][CH2:27][CH2:28]3)[n:7][n:8]([CH2:12][O:13][CH2:14][CH2:15][Si:16]([CH3:17])([CH3:18])[CH3:19])[c:9]2[c:10]1[F:11]>>[F:1][c:2]1[c:3](-[c:29]2[cH:30][cH:31][cH:32][cH:33][cH:34]2)[cH:4][c:5]2[c:6]([NH:20][C:21](=[O:22])[N:23]3[CH2:24][CH2:25][CH2:26][CH2:27][CH2:28]3)[n:7][nH:8][c:9]2[c:10]1[F:11].